Dataset: the Open Reaction Database (ORD), a public repository of structured organic reaction records. Task: describe an organic reaction: reactants, conditions, products, and yield The reactants are [Cl-], Cl, [H-], [NH4+], [Na+], CCCCC(=O)CC(=O)OC, CCOP(=O)(Cl)OCC. Reaction SMILES: [Cl-:23].[ClH:25].[H-:2].[NH4+:24].[Na+:1].[O:3]=[C:4]([CH2:5][C:6](=[O:7])[O:8][CH3:9])[CH2:10][CH2:11][CH2:12][CH3:13].[P:14](=[O:15])([O:16][CH2:17][CH3:18])([O:19][CH2:20][CH3:21])[Cl:22]>>[O:3]([C:4](=[CH:5][C:6](=[O:7])[O:8][CH3:9])[CH2:10][CH2:11][CH2:12][CH3:13])[P:14](=[O:15])([O:16][CH2:17][CH3:18])[O:19][CH2:20][CH3:21]. Product: CCCCC(=CC(=O)OC)OP(=O)(OCC)OCC.